Dataset: the Open Reaction Database (ORD), a public repository of structured organic reaction records. Task: describe an organic reaction: reactants, conditions, products, and yield Reactants: CO, CCN(C(C)C)C(C)C, O=S(=O)(Cl)c1ccc(F)cc1, CN(C)C=O, O=C1C(O)CCN1c1ccc(S(=O)(=O)Nc2nccs2)cc1. The product is O=C1C(O)CCN1c1ccc(S(=O)(=O)N(c2nccs2)S(=O)(=O)c2ccc(F)cc2)cc1. As a reaction SMILES: [CH3:48][OH:49].[CH:28]([N:29]([CH2:30][CH3:31])[CH:32]([CH3:33])[CH3:34])([CH3:35])[CH3:36].[F:37][c:38]1[cH:39][cH:40][c:41]([S:44](=[O:45])(=[O:46])[Cl:47])[cH:42][cH:43]1.[O:23]=[CH:24][N:25]([CH3:26])[CH3:27].[OH:1][CH:2]1[C:3](=[O:22])[N:4]([c:7]2[cH:8][cH:9][c:10]([S:13](=[O:14])(=[O:15])[NH:16][c:17]3[s:18][cH:19][cH:20][n:21]3)[cH:11][cH:12]2)[CH2:5][CH2:6]1>>[OH:1][CH:2]1[C:3](=[O:22])[N:4]([c:7]2[cH:8][cH:9][c:10]([S:13](=[O:14])(=[O:15])[N:16]([c:17]3[s:18][cH:19][cH:20][n:21]3)[S:44]([c:41]3[cH:40][cH:39][c:38]([F:37])[cH:43][cH:42]3)(=[O:45])=[O:46])[cH:11][cH:12]2)[CH2:5][CH2:6]1. Reactants: C(C)OC(=O)C=1C(=NC(=C(C1C(=O)OCC)[N+](=O)[O-])C1=CC=CC=C1)S (3,4-diethoxycarbonyl-2-mercapto-5-nitro-6-phenylpyridine), reduced iron, Cl (hydrochloric acid). The solvent is C(C)O (ethanol). Conditions: temperature 60 celsius. Yields the product NC=1C(=NC(=C(C1C(=O)OCC)C(=O)OCC)S)C1=CC=CC=C1 (3-Amino-4,5-diethoxycarbonyl-6-mercapto-2-phenylpyridine). The yield is 76.1%. RXN SMILES: [CH2:1]([O:3][C:4]([C:6]1[C:7]([SH:26])=[N:8][C:9]([C:20]2[CH:25]=[CH:24][CH:23]=[CH:22][CH:21]=2)=[C:10]([N+:17]([O-])=O)[C:11]=1[C:12]([O:14][CH2:15][CH3:16])=[O:13])=[O:5])[CH3:2].Cl>C(O)C>[NH2:17][C:10]1[C:9]([C:20]2[CH:21]=[CH:22][CH:23]=[CH:24][CH:25]=2)=[N:8][C:7]([SH:26])=[C:6]([C:4]([O:3][CH2:1][CH3:2])=[O:5])[C:11]=1[C:12]([O:14][CH2:15][CH3:16])=[O:13]. Procedure: A mixture of 0.30 g of 3,4-diethoxycarbonyl-2-mercapto-5-nitro-6-phenylpyridine, 0.41 g of reduced iron and 7 ml of ethanol was heated to 60° C., followed by addition of 1.7 ml of conc. hydrochloric acid. The mixture was heated under reflux for 30 minutes. After the reaction mixture was concentrated, the concentrate was extracted with ethyl acetate. The extract was washed with an aqueous solution of sodium chloride and dried over magnesium sulfate. The concentrate was subjected to silica gel col... Reactants: COc1ccc2cc(Br)ccc2c1, CCCC1CCC(=O)CC1, Cl, [Mg], C1CCOC1. Product: CCCC1CC=C(c2ccc3cc(OC)ccc3c2)CC1. RXN SMILES: [Br:2][c:3]1[cH:4][c:5]2[cH:6][cH:7][c:8]([O:13][CH3:14])[cH:9][c:10]2[cH:11][cH:12]1.[CH2:15]([CH2:16][CH3:17])[CH:18]1[CH2:19][CH2:20][C:21](=[O:24])[CH2:22][CH2:23]1.[ClH:25].[Mg:1].[O:26]1[CH2:27][CH2:28][CH2:29][CH2:30]1>>[c:3]1([C:21]2=[CH:20][CH2:19][CH:18]([CH2:15][CH2:16][CH3:17])[CH2:23][CH2:22]2)[cH:4][c:5]2[cH:6][cH:7][c:8]([O:13][CH3:14])[cH:9][c:10]2[cH:11][cH:12]1. Starting materials: [Si]([O-])([O-])([O-])[O-].[Mg+2].[Mg+2] (magnesium silicate), C(C=C)Cl (allyl chloride), C(C(=C)C)(=O)O (methacrylic acid), C(C=C)Cl (allyl chloride). Conditions: time 1 hour. The product is C(C(=C)C)(=O)O.C(C=C)Cl (allyl chloride methacrylic acid). As a reaction SMILES: [Si]([O-])([O-])([O-])[O-].[Mg+2].[Mg+2].[CH2:8]([Cl:11])[CH:9]=[CH2:10].[C:12]([OH:17])(=[O:16])[C:13]([CH3:15])=[CH2:14]>>[C:12]([OH:17])(=[O:16])[C:13]([CH3:15])=[CH2:14].[CH2:8]([Cl:11])[CH:9]=[CH2:10] |f:0.1.2,5.6|. Reported procedure: About 1 part by weight of fine granular magnesium silicate, 2 parts by weight of allyl chloride and 1 part by weight of methacrylic acid are mixed then heated to just below the boiling temperature of allyl chloride while agitating for about 1 hour, thereby producing a soft, sticky, poly (allyl chloride methacrylic acid) copolymer. About 0.25 parts by weight of the chlorosilicon acids as produced in Example IV are added then agitated for about 1 hour. The chemical reaction is complete in 1 to 12 ... Reactants: FC1=CC=C(CBr)C=C1 (p-fluorobenzyl bromide), FC=1C=CC=C2C=3C(CCCC3NC12)=O (8-Fluoro-1,2,3,9-tetrahydro-4H-carbazol-4-one), CCCCC (pentane), [H-].[Na+] (NaH). Run in CN(C)C=O (DMF). Run at time 30 minute. The product is FC=1C=CC=C2C=3C(CCCC3N(C12)CC1=CC=C(C=C1)F)=O (8-Fluoro-9-(4-fluorobenzyl)-1,2,3,9-tetrahydro-4H-carbazol-4-one). The yield is 42.8%. Reaction SMILES: [F:1][C:2]1[CH:3]=[CH:4][CH:5]=[C:6]2[C:14]=1[NH:13][C:12]1[CH2:11][CH2:10][CH2:9][C:8](=[O:15])[C:7]2=1.CCCCC.[H-].[Na+].[F:23][C:24]1[CH:31]=[CH:30][C:27]([CH2:28]Br)=[CH:26][CH:25]=1>CN(C=O)C>[F:1][C:2]1[CH:3]=[CH:4][CH:5]=[C:6]2[C:14]=1[N:13]([CH2:28][C:27]1[CH:30]=[CH:31][C:24]([F:23])=[CH:25][CH:26]=1)[C:12]1[CH2:11][CH2:10][CH2:9][C:8](=[O:15])[C:7]2=1 |f:2.3|. Reported procedure: 8-Fluoro-1,2,3,9-tetrahydro-4H-carbazol-4-one (0.1416 g, 0.70 mmol) is added to a slurry of pentane-washed NaH (0.0400 g, 0.0010 mol) in DMF (2 mL) and after stirring for 30 min, p-fluorobenzyl bromide (0.11 mL, 0.88 mmol) is added. After the mixture had stirred for 2.3 h, it is partitioned between aq. sodium bicarbonate and ethyl acetate. The organic layer is dried over sodium sulfate and concentrated to dryness. The resulting solids are chromatographed on silica gel (100 mL) using first dichlo... Reactants: ClCCl, O=C(O)C(F)(F)F, O=C(OC(=O)C(F)(F)F)C(F)(F)F, N, [O-][n+]1nc(CCCN2CCOCC2)nc2cc3c(cc21)CCO3, OO. Yields the product [O-][n+]1nc(CCCN2CCOCC2)[n+]([O-])c2cc3c(cc21)CCO3. RXN SMILES: [Cl:47][CH2:48][Cl:49].[F:39][C:40]([F:41])([F:42])[C:43]([OH:44])=[O:45].[F:3][C:4]([F:5])([F:7])[C:8](=[O:6])[O:9][C:10](=[O:11])[C:12]([F:13])([F:14])[F:15].[NH3:46].[O:16]1[CH2:17][CH2:18][N:19]([CH2:22][CH2:23][CH2:24][c:25]2[n:26][n+:27]([O-:38])[c:28]3[c:29]([n:30]2)[cH:31][c:32]2[c:33]([cH:34]3)[CH2:35][CH2:36][O:37]2)[CH2:20][CH2:21]1.[OH:1][OH:2]>>[O-:6][n+:30]1[c:25]([CH2:24][CH2:23][CH2:22][N:19]2[CH2:18][CH2:17][O:16][CH2:21][CH2:20]2)[n:26][n+:27]([O-:38])[c:28]2[c:29]1[cH:31][c:32]1[c:33]([cH:34]2)[CH2:35][CH2:36][O:37]1. The reactants are COC=1C=C(C#N)C=C(C1)OC (3,5-dimethoxybenzonitrile), [Br-].[Br-].[Br-].[NH+]1=CC=CC=C1.[NH+]1=CC=CC=C1.[NH+]1=CC=CC=C1 (pyridinium tribromide). The solvent is C(Cl)Cl (CH2Cl2). Conditions: time 24 hour. Yields the product BrC1=C(C=C(C=C1C#N)OC)OC (1-Bromo-2,4-dimethoxy-6-cyanobenzene). Isolated yield 89.2%. Reaction SMILES: [CH3:1][O:2][C:3]1[CH:4]=[C:5]([CH:8]=[C:9]([O:11][CH3:12])[CH:10]=1)[C:6]#[N:7].[Br-:13].[Br-].[Br-].[NH+]1C=CC=CC=1.[NH+]1C=CC=CC=1.[NH+]1C=CC=CC=1>C(Cl)Cl>[Br:13][C:4]1[C:5]([C:6]#[N:7])=[CH:8][C:9]([O:11][CH3:12])=[CH:10][C:3]=1[O:2][CH3:1] |f:1.2.3.4.5.6|. Procedure details: To a solution of 3,5-dimethoxybenzonitrile (2 g) in CH2Cl2 (100 mL) was added pyridinium tribromide (4 g). The mixture was stirred for 24 h at room temperature then washed successively with aqueous NaHCO3, water and brine, dried (MgSO4) filtered and evaporated. The residue was crystallized from CH2Cl2 and hexane to yield the title compound (1.8 g). The reactants are ClC1=CN=CC(=N1)NC1CCCCC1 ((6-chloro-pyrazin-2-yl)-cyclohexylamine), CC1=NNC(=C1)C (3,5-dimethylpyrazole). The product is C1(CCCCC1)NC1=NC(=CN=C1)N1N=C(C=C1C)C (Cyclohexyl-[6-(3,5-dimethyl-pyrazol-1-yl)-pyrazin-2-yl]-amine). Reaction SMILES: Cl[C:2]1[N:7]=[C:6]([NH:8][CH:9]2[CH2:14][CH2:13][CH2:12][CH2:11][CH2:10]2)[CH:5]=[N:4][CH:3]=1.[CH3:15][C:16]1[CH:20]=[C:19]([CH3:21])[NH:18][N:17]=1>>[CH:9]1([NH:8][C:6]2[CH:5]=[N:4][CH:3]=[C:2]([N:17]3[C:16]([CH3:15])=[CH:20][C:19]([CH3:21])=[N:18]3)[N:7]=2)[CH2:14][CH2:13][CH2:12][CH2:11][CH2:10]1. Procedure: Was prepared according to Example 3 from (6-chloro-pyrazin-2-yl)-cyclohexylamine and 3,5-dimethylpyrazole.